From a dataset of the Open Reaction Database (ORD), a public repository of structured organic reaction records. describe an organic reaction: reactants, conditions, products, and yield Starting materials: CC(=O)Oc1ccc2c(c1OC(C)=O)CC(c1ccccc1)C=C2CNC(=O)C(C)NC(=O)C(C)NC(=O)OC(C)(C)C, CCOCC, Cl, Cl. The product is CC(=O)Oc1ccc2c(c1OC(C)=O)CC(c1ccccc1)C=C2CNC(=O)C(C)NC(=O)C(C)N, Cl. As a reaction SMILES: [C:2]([CH3:3])(=[O:4])[O:5][c:6]1[c:7]2[c:12]([cH:13][cH:14][c:15]1[O:16][C:17]([CH3:18])=[O:19])[C:11]([CH2:20][NH:21][C:22]([CH:23]([NH:24][C:25]([CH:26]([NH:27][C:28]([O:29][C:30]([CH3:31])([CH3:32])[CH3:33])=[O:34])[CH3:35])=[O:36])[CH3:37])=[O:38])=[CH:10][CH:9]([c:39]1[cH:40][cH:41][cH:42][cH:43][cH:44]1)[CH2:8]2.[CH3:46][CH2:47][O:48][CH2:49][CH3:50].[ClH:1].[ClH:45]>>[C:2]([CH3:3])(=[O:4])[O:5][c:6]1[c:7]2[c:12]([cH:13][cH:14][c:15]1[O:16][C:17]([CH3:18])=[O:19])[C:11]([CH2:20][NH:21][C:22]([CH:23]([NH:24][C:25]([CH:26]([NH2:27])[CH3:35])=[O:36])[CH3:37])=[O:38])=[CH:10][CH:9]([c:39]1[cH:40][cH:41][cH:42][cH:43][cH:44]1)[CH2:8]2.[ClH:1].